Dataset: the Open Reaction Database (ORD), a public repository of structured organic reaction records. Task: describe an organic reaction: reactants, conditions, products, and yield The reactants are C(=O)(N1C=NC=C1)N1C=NC=C1 (Carbonyldiimidazole), BrC1=C(OC2=C1C=C(C=C2)CN2C(=NC(=C2C(=O)O)C)C)C2=C(C=CC=C2)NS(=O)(=O)C(F)(F)F (1-[[3-Bromo-2-[2-[[(trifluoromethyl)sulphonyl]amino]phenyl]-5-benzofuranyl]methyl]-2,4-dimethyl-1H-imidazole-5-carboxylic acid). Solvent: C1CCOC1 (THF). Reaction conditions: time 4 hour. Product: BrC1=C(OC2=C1C=C(C=C2)CN2C(=NC(=C2C(=O)NC)C)C)C2=C(C=CC=C2)NS(=O)(=O)C(F)(F)F (1-[[3-Bromo-2-[2-[[(trifluoromethyl)sulphonyl]amino]phenyl]-5-benzofuranyl]methyl]-2,4-dimethyl-N-methyl-1H-imidazole-5-carboxamide). Isolated yield 50.8%. As a reaction SMILES: [C:1](N1C=CN=C1)([N:3]1C=CN=C1)=O.[Br:13][C:14]1[C:18]2[CH:19]=[C:20]([CH2:23][N:24]3[C:28]([C:29]([OH:31])=O)=[C:27]([CH3:32])[N:26]=[C:25]3[CH3:33])[CH:21]=[CH:22][C:17]=2[O:16][C:15]=1[C:34]1[CH:39]=[CH:38][CH:37]=[CH:36][C:35]=1[NH:40][S:41]([C:44]([F:47])([F:46])[F:45])(=[O:43])=[O:42]>C1COCC1>[Br:13][C:14]1[C:18]2[CH:19]=[C:20]([CH2:23][N:24]3[C:28]([C:29]([NH:3][CH3:1])=[O:31])=[C:27]([CH3:32])[N:26]=[C:25]3[CH3:33])[CH:21]=[CH:22][C:17]=2[O:16][C:15]=1[C:34]1[CH:39]=[CH:38][CH:37]=[CH:36][C:35]=1[NH:40][S:41]([C:44]([F:46])([F:45])[F:47])(=[O:42])=[O:43]. Procedure: Carbonyldiimidazole (0.17 g) was added to a solution of the product of Example 101 (0.2 g) in dry THF (15 ml) under a nitrogen atmosphere. The resulting solution was stirred at room temperature for 4 h, concentrated in vacuo to ~5 ml and then poured into an autoclave with 20 ml of liquid methylamine. The autoclave was heated to 60° C. for 1.5 h and then cooled to -40° C. before opening. The solution was diluted with cold methanol (-35° C.; 50 ml). The resulting solution was concentrated in vacuo... The reactants are BrC1=C(N=C2N(C1=O)C(=CS2)C)[C@H](C)NC(OC(C)(C)C)=O ((S)-tert-Butyl 1-(6-bromo-3-methyl-5-oxo-5H-thiazolo[3,2-a]pyrimidin-7-yl)ethylcarbamate), FC=1C=C(C=CC1)B(O)O ((3-fluorophenyl)boronic acid), C([O-])([O-])=O.[Na+].[Na+] (sodium carbonate). Reagents/catalysts: C=1C=CC(=CC1)[P](C=2C=CC=CC2)(C=3C=CC=CC3)[Pd]([P](C=4C=CC=CC4)(C=5C=CC=CC5)C=6C=CC=CC6)([P](C=7C=CC=CC7)(C=8C=CC=CC8)C=9C=CC=CC9)[P](C=1C=CC=CC1)(C=1C=CC=CC1)C=1C=CC=CC1 (tetrakis(triphenylphosphine)palladium(0)). The solvent is O1CCOCC1 (1,4-dioxane), O (water). Reaction conditions: temperature 100 celsius. The product is FC=1C=C(C=CC1)C1=C(N=C2N(C1=O)C(=CS2)C)[C@H](C)NC(OC(C)(C)C)=O ((S)-tert-butyl 1-(6-(3-fluorophenyl)-3-methyl-5-oxo-5H-thiazolo[3,2-a]pyrimidin-7-yl)ethylcarbamate). The yield is 76.6%. Reaction SMILES: Br[C:2]1[C:7](=[O:8])[N:6]2[C:9]([CH3:12])=[CH:10][S:11][C:5]2=[N:4][C:3]=1[C@@H:13]([NH:15][C:16](=[O:22])[O:17][C:18]([CH3:21])([CH3:20])[CH3:19])[CH3:14].[F:23][C:24]1[CH:25]=[C:26](B(O)O)[CH:27]=[CH:28][CH:29]=1.C(=O)([O-])[O-].[Na+].[Na+]>O1CCOCC1.O.C1C=CC([P]([Pd]([P](C2C=CC=CC=2)(C2C=CC=CC=2)C2C=CC=CC=2)([P](C2C=CC=CC=2)(C2C=CC=CC=2)C2C=CC=CC=2)[P](C2C=CC=CC=2)(C2C=CC=CC=2)C2C=CC=CC=2)(C2C=CC=CC=2)C2C=CC=CC=2)=CC=1>[F:23][C:24]1[CH:29]=[C:28]([C:2]2[C:7](=[O:8])[N:6]3[C:9]([CH3:12])=[CH:10][S:11][C:5]3=[N:4][C:3]=2[C@@H:13]([NH:15][C:16](=[O:22])[O:17][C:18]([CH3:21])([CH3:20])[CH3:19])[CH3:14])[CH:27]=[CH:26][CH:25]=1 |f:2.3.4,^1:49,51,70,89|. Procedure: (S)-tert-Butyl 1-(6-bromo-3-methyl-5-oxo-5H-thiazolo[3,2-a]pyrimidin-7-yl)ethylcarbamate (5.46 g, 14.1 mmol) and (3-fluorophenyl)boronic acid (2.95 g, 21.1 mmol) were suspected in 1,4-dioxane (110 mL). A solution of sodium carbonate (4.47 g, 42.2 mmol) in water (27 mL) was added to the mixture followed by tetrakis(triphenylphosphine)palladium(0) catalyst (0.81 g, 0.70 mmol). The reaction mixture was degassed and heated under nitrogen at 100° C. for 16 h. HPLC indicated the starting material was ... Reported procedure: To a stirred solution of 9a (1.0 g, 3.11 mmol) in 1 mL of pyridine at 0° C. was slowly added phosphorus tribromide (0.116 mL, 1.22 mmol) via syringe (Bradshaw et al., J. Het. Chem., 27:347-349 (1990)). The solution was allowed to stir overnight, at which time TLC analysis indicated that the reaction was complete. Water (25 mL) was poured into the reaction vessel and the organics were extracted into methylene chloride (3×25 mL). The combined organic layers were washed with sodium bicarbonate (25 ... Yield: 85.1%. Reactants: C(C)(C)(C)OC(CCOCCOCCOCCOCCO)=O (15-Hydroxy-4,7,10,13-tetraoxapentadecanoic Acid tert-Butyl Ester), P(Br)(Br)Br (phosphorus tribromide), O (Water). Reaction conditions: time 8 hour. As a reaction SMILES: [C:1]([O:5][C:6](=[O:22])[CH2:7][CH2:8][O:9][CH2:10][CH2:11][O:12][CH2:13][CH2:14][O:15][CH2:16][CH2:17][O:18][CH2:19][CH2:20]O)([CH3:4])([CH3:3])[CH3:2].P(Br)(Br)[Br:24].O>N1C=CC=CC=1>[C:1]([O:5][C:6](=[O:22])[CH2:7][CH2:8][O:9][CH2:10][CH2:11][O:12][CH2:13][CH2:14][O:15][CH2:16][CH2:17][O:18][CH2:19][CH2:20][Br:24])([CH3:4])([CH3:3])[CH3:2]. Solvent: N1=CC=CC=C1 (pyridine). Product: C(C)(C)(C)OC(CCOCCOCCOCCOCCBr)=O (15-Bromo-4,7,10,13-tetraoxapentadecanoic Acid tert-Butyl Ester). The reactants are OCCN(S(=O)(=O)C1=CC(=C(C=C1)Cl)[N+](=O)[O-])CCO (N,N-di(2-hydroxyethyl)-4-chloro-3-nitrobenzenesulfonamide), O1CCCC=C1 (3,4-dihydro-2H-pyran). The reagents and catalysts are O.C1(=CC=C(C=C1)S(=O)(=O)O)C (p-toluenesulfonic acid hydrate). The solvent is C(Cl)Cl (methylene chloride). The product is O1C(CCCC1)CCN(S(=O)(=O)C1=CC(=C(C=C1)Cl)[N+](=O)[O-])CCC1OCCCC1 (N,N-Bis[2-(2-tetrahydropyranyl)ethyl]-4-chloro-3-nitro benzenesulfonamide). Yield: 89.2%. Reaction SMILES: O[CH2:2][CH2:3][N:4]([CH2:18][CH2:19]O)[S:5]([C:8]1[CH:13]=[CH:12][C:11]([Cl:14])=[C:10]([N+:15]([O-:17])=[O:16])[CH:9]=1)(=[O:7])=[O:6].[O:21]1[CH:26]=[CH:25][CH2:24][CH2:23][CH2:22]1>C(Cl)Cl.O.C1(C)C=CC(S(O)(=O)=O)=CC=1>[O:21]1[CH2:22][CH2:23][CH2:24][CH2:25][CH:26]1[CH2:19][CH2:18][N:4]([CH2:3][CH2:2][CH:22]1[CH2:23][CH2:24][CH2:25][CH2:26][O:21]1)[S:5]([C:8]1[CH:13]=[CH:12][C:11]([Cl:14])=[C:10]([N+:15]([O-:17])=[O:16])[CH:9]=1)(=[O:6])=[O:7] |f:3.4|. Procedure: A solution of N,N-di(2-hydroxyethyl)-4-chloro-3-nitrobenzenesulfonamide (7.1 g, 21.9 mmol), 3,4-dihydro-2H-pyran (4.4 mL, 48 mmol) and p-toluenesulfonic acid hydrate (0.10 g) in methylene chloride (200 mL) was stirred at 20°-25° for 3 days. After washing with a saturated solution of sodium bicarbonate the organic layer was dried (Na2SO4), filtered and concentrated. Flash chromatography of the residue over silica gel with chloroform gave 9.0 g of product. Starting materials: N[C@H](CO)C(=O)O (D-serine), C(C)(=O)Cl (Acetyl chloride). Run in CO (methanol). Conditions: time 30 minute. Product: Cl.COC([C@H](N)CO)=O (D-serine methyl ester hydrochloride). The yield is 91.0%. Reaction SMILES: [NH2:1][C@@H:2]([C:5]([OH:7])=[O:6])[CH2:3][OH:4].[C:8]([Cl:11])(=O)C>CO>[ClH:11].[CH3:8][O:6][C:5](=[O:7])[C@@H:2]([CH2:3][OH:4])[NH2:1] |f:3.4|. Reported procedure: D-serine (100 g, 0.9515 mole) was suspended in 600 ml methanol at room temperature. Acetyl chloride (224.0 g, 2.8545 mole) was added drop wise at −5° C. to 0° C. and stirred for 30 minutes. The reaction mixture was refluxed for 15 hours. Evaporation of the reaction mixture under reduced pressure followed by crystallization of the resulting residue from methanol and methyl tert-butyl ether, resulted in colorless solid of D-serine methyl ester hydrochloride (134.7 g, Yield: 91%, HPLC: 99.6%) Reactants: amine, C(C)(C)N=C1SCS1 (2-(Isopropylimino)-1,3-dithietane), C(C)(C)(C)N=C1SCS1 (2-(tert-Butylimino)-1,3-dithietane), C(C)OCCN (2-ethoxyethylamine), CN=C1SCS1 (2-(Methylimino)-1,3-dithietane), C(CCCCCCC)N=C1SCS1 (2-(n-Octylimino)-1,3-dithietane). Yields the product C(C)OCCN=C1SCS1 (2-(2-Ethoxyethyl)imino-1,3dithietane). As a reaction SMILES: [CH2:1]([O:3][CH2:4][CH2:5][NH2:6])[CH3:2].CN=[C:9]1[S:12][CH2:11][S:10]1.C(N=C1SCS1)(C)C.C(N=C1SCS1)(C)(C)C.C(N=C1SCS1)CCCCCCC>>[CH2:1]([O:3][CH2:4][CH2:5][N:6]=[C:9]1[S:12][CH2:11][S:10]1)[CH3:2]. Reported procedure: Following this procedure, but substituting the appropriate amine for 2-ethoxyethylamine, yields the compounds listed as follows:Example No. Compound m.p. °C.__________________________________________________________________________67 2-(Methylimino)-1,3-dithietane --68 2-(Isopropylimino)-1,3-dithietane --69 2-(tert-Butylimino)-1,3-dithietane oil70 2-(Heptylimino)-1,3-dithietane oil71 2-(Dodecylimino)-1,3-dithietane 40.5-4272 2-(Cyclohexylimino)-1,3-dithietane 78-8073 2-(Methylallylimino)-1,3-dit... The product is N#CC(CCC(F)(F)C(F)(F)F)S(=O)(=O)CCC(F)(F)F. Reactants: CN(C)C=O, Cl, N#CCS(=O)(=O)CCC(F)(F)F, [H-], FC(F)(F)C(F)(F)CCI, [Na+]. As a reaction SMILES: [CH3:26][N:27]([CH3:28])[CH:29]=[O:30].[ClH:25].[F:11][C:12]([CH2:13][CH2:14][S:15](=[O:16])(=[O:17])[CH2:18][C:19]#[N:20])([F:21])[F:22].[H-:23].[I:1][CH2:2][CH2:3][C:4]([C:5]([F:6])([F:7])[F:8])([F:9])[F:10].[Na+:24]>>[CH2:2]([CH2:3][C:4]([C:5]([F:6])([F:7])[F:8])([F:9])[F:10])[CH:18]([S:15]([CH2:14][CH2:13][C:12]([F:11])([F:21])[F:22])(=[O:16])=[O:17])[C:19]#[N:20].